From a dataset of the Open Reaction Database (ORD), a public repository of structured organic reaction records. describe an organic reaction: reactants, conditions, products, and yield Reactants: IC1=C(C=CC=C1)C(CCCCN1CCC(CC1)C=1C=C(C=CC1)NC(C(C)C)=O)=O (N-(3-{1-[5-(2-iodophenyl)-5-oxopentyl]-4-piperidinyl}phenyl)-2-methylpropanamide), Cl.C1(=CC=CC=C1)N(N)C1=CC=CC=C1 (1,1-diphenylhydrazine hydrochloride). Product: IC1=C(C=CC=C1)C=1N(C2=CC=CC=C2C1CCCN1CCC(CC1)C=1C=C(C=CC1)NC(C(C)C)=O)C1=CC=CC=C1 (N-[3-(1-{3-[2-(2-IODOPHENYL)-1-PHENYL-1H-INDOL-3-YL]PROPYL}-4-PIPERIDINYL)PHENYL]-2-METHYLPROPANAMIDE). As a reaction SMILES: [I:1][C:2]1[CH:7]=[CH:6][CH:5]=[CH:4][C:3]=1[C:8](=O)[CH2:9][CH2:10][CH2:11][CH2:12][N:13]1[CH2:18][CH2:17][CH:16]([C:19]2[CH:20]=[C:21]([NH:25][C:26](=[O:30])[CH:27]([CH3:29])[CH3:28])[CH:22]=[CH:23][CH:24]=2)[CH2:15][CH2:14]1.Cl.[C:33]1([N:39]([C:41]2[CH:46]=[CH:45][CH:44]=[CH:43][CH:42]=2)N)[CH:38]=[CH:37][CH:36]=[CH:35][CH:34]=1>>[I:1][C:2]1[CH:7]=[CH:6][CH:5]=[CH:4][C:3]=1[C:8]1[N:39]([C:41]2[CH:46]=[CH:45][CH:44]=[CH:43][CH:42]=2)[C:33]2[C:34]([C:9]=1[CH2:10][CH2:11][CH2:12][N:13]1[CH2:18][CH2:17][CH:16]([C:19]3[CH:20]=[C:21]([NH:25][C:26](=[O:30])[CH:27]([CH3:29])[CH3:28])[CH:22]=[CH:23][CH:24]=3)[CH2:15][CH2:14]1)=[CH:35][CH:36]=[CH:37][CH:38]=2 |f:1.2|. Reported procedure: Prepared by Procedure E and Scheme M using N-(3-{1-[5-(2-iodophenyl)-5-oxopentyl]-4-piperidinyl}phenyl)-2-methylpropanamide and 1,1-diphenylhydrazine hydrochloride: ESMS m/e: 682.1 (M+H)+. RXN SMILES: [CH3:32][OH:33].[CH3:3][O:4][C:5](=[O:6])[CH2:7][c:8]1[cH:9][c:10]([Cl:29])[c:11]([O:12][CH2:13][CH:14]([CH3:15])[NH:16][CH2:17][CH:18]([OH:19])[c:20]2[cH:21][c:22]([Cl:26])[cH:23][cH:24][cH:25]2)[cH:27][cH:28]1.[ClH:30].[K+:2].[OH-:1].[OH2:31]>>[O:4]=[C:5]([OH:6])[CH2:7][c:8]1[cH:9][c:10]([Cl:29])[c:11]([O:12][CH2:13][CH:14]([CH3:15])[NH:16][CH2:17][CH:18]([OH:19])[c:20]2[cH:21][c:22]([Cl:26])[cH:23][cH:24][cH:25]2)[cH:27][cH:28]1. Starting materials: CO, COC(=O)Cc1ccc(OCC(C)NCC(O)c2cccc(Cl)c2)c(Cl)c1, Cl, [K+], [OH-], O. The product is CC(COc1ccc(CC(=O)O)cc1Cl)NCC(O)c1cccc(Cl)c1. Product: C(C1CO1)OC1=CC=C(C=C1)C=CC(C=CC1=CC=C(C=C1)OCC1CO1)=O (1,5-bis(p-glycidyloxyphenyl)-1,4-pentadien-3-one). Procedure details: p-Glycidyloxybenzaldehyde (80 g; prepared according to Method B) in acetone (13 g) and ethanol (80 g) was added over 1 hour to a stirred solution of sodium hydroxide (9 g) in a mixture of water (90 g) and ethanol (80 g), keeping the temperature at 25° to 30° C. On complete addition the mixture was stirred at 25° to 30° C. for a further hour, then filtered. The residue was dissolved in epichlorohydrin (400 ml), washed at 60° C. with 5% aqueous sodium hydrogen sulfate (100 ml), then with water (20... The reactants are C(C1CO1)OC1=C(C=C(C=O)C=C1)OC (Vanillin glycidyl ether), [OH-].[Na+] (sodium hydroxide), CC(=O)C (acetone). The solvent is O (water), C(C)O (ethanol), C(C)O (ethanol). RXN SMILES: [CH2:1]([O:5][C:6]1[CH:13]=[CH:12][C:9]([CH:10]=O)=[CH:8][C:7]=1OC)[CH:2]1[O:4][CH2:3]1.[OH-:16].[Na+].[CH3:18][C:19]([CH3:21])=[O:20]>O.C(O)C>[CH2:18]([O:16][C:6]1[CH:13]=[CH:12][C:9]([CH:10]=[CH:18][C:19](=[O:20])[CH:21]=[CH:10][C:9]2[CH:8]=[CH:7][C:6]([O:5][CH2:1][CH:2]3[O:4][CH2:3]3)=[CH:13][CH:12]=2)=[CH:8][CH:7]=1)[CH:19]1[O:20][CH2:21]1 |f:1.2|.